Dataset: the Open Reaction Database (ORD), a public repository of structured organic reaction records. Task: describe an organic reaction: reactants, conditions, products, and yield Reactants: [Cl-], Cc1sc(CCl)cc1-c1cccc(C(F)(F)F)c1, [H-], [NH4+], [Na+], C1CCOC1, CCOC(=O)c1cn[nH]c1. Yields the product CCOC(=O)c1cnn(Cc2cc(-c3cccc(C(F)(F)F)c3)c(C)s2)c1. Reaction SMILES: [Cl-:31].[Cl:13][CH2:14][c:15]1[cH:16][c:17](-[c:21]2[cH:22][c:23]([C:27]([F:28])([F:29])[F:30])[cH:24][cH:25][cH:26]2)[c:18]([CH3:20])[s:19]1.[H-:1].[NH4+:32].[Na+:2].[O:33]1[CH2:34][CH2:35][CH2:36][CH2:37]1.[nH:3]1[n:4][cH:5][c:6]([C:8](=[O:9])[O:10][CH2:11][CH3:12])[cH:7]1>>[n:3]1([CH2:14][c:15]2[cH:16][c:17](-[c:21]3[cH:22][c:23]([C:27]([F:28])([F:29])[F:30])[cH:24][cH:25][cH:26]3)[c:18]([CH3:20])[s:19]2)[n:4][cH:5][c:6]([C:8](=[O:9])[O:10][CH2:11][CH3:12])[cH:7]1. Starting materials: C(C)OC(=O)C=1C(=C(N2N=C(C=C(C21)C2=CC=CC=C2)N2CCOCC2)C2=CC=C(C=C2)N)C(=O)OCC (7-(4-Aminophenyl)-2-morpholin-4-yl-4-phenyl-pyrrolo[1,2-b]pyridazine-5,6-dicarboxylic acid diethyl ester), C=O (CH2O), [BH3-]C#N.[Na+] (NaBH3CN), CC(=O)O (AcOH). The solvent is CCOCC.CCCCCC (Et2O hexane), CCOCC (Et2O), CC#N (CH3CN). Run at time 2 hour. Yields the product C(C)OC(=O)C=1C(=C(N2N=C(C=C(C21)C2=CC=CC=C2)N2CCOCC2)C2=CC=C(C=C2)N(C)C)C(=O)OCC (7-(4-Dimethylamino-phenyl)-2-morpholin-4-yl-4-phenyl-pyrrolo[1,2-b]pyridazine-5,6-dicarboxylic acid diethyl ester). Reaction SMILES: [CH2:1]([O:3][C:4]([C:6]1[C:7]([C:34]([O:36][CH2:37][CH3:38])=[O:35])=[C:8]([C:27]2[CH:32]=[CH:31][C:30](N)=[CH:29][CH:28]=2)[N:9]2[C:14]=1[C:13]([C:15]1[CH:20]=[CH:19][CH:18]=[CH:17][CH:16]=1)=[CH:12][C:11]([N:21]1[CH2:26][CH2:25][O:24][CH2:23][CH2:22]1)=[N:10]2)=[O:5])[CH3:2].C=O.[BH3-][C:42]#[N:43].[Na+].[CH3:45]C(O)=O>CC#N.CCOCC.CCCCCC.CCOCC>[CH2:1]([O:3][C:4]([C:6]1[C:7]([C:34]([O:36][CH2:37][CH3:38])=[O:35])=[C:8]([C:27]2[CH:32]=[CH:31][C:30]([N:43]([CH3:42])[CH3:45])=[CH:29][CH:28]=2)[N:9]2[C:14]=1[C:13]([C:15]1[CH:20]=[CH:19][CH:18]=[CH:17][CH:16]=1)=[CH:12][C:11]([N:21]1[CH2:26][CH2:25][O:24][CH2:23][CH2:22]1)=[N:10]2)=[O:5])[CH3:2] |f:2.3,6.7|. Procedure: To a solution of 55 (78 mg, 0.152 mmol) in CH3CN (10 mL) was added 37% aqueous CH2O (123 μL, 1.52 mmol), NaBH3CN (29 mg, 0.450 mmol), and AcOH (31 μL, 0.531 mmol). The reaction mixture was stirred at ambient temperature for 2 h. Et2O was added and the solution was washed with saturated aqueous NaHCO3, brine, dried (MgSO4), filtered, and concentrated in vacuo to provide a yellow oil. Purification by flash chromatography (silica gel, 40% EtOAc/hexane) provided an off-white solid. The solid was sus... Starting materials: FC(C1=C(C=CC=C1)[N+](=O)[O-])(F)F (2-trifluoromethylnitrobenzene), FC(C1=C(C=CC=C1)N=C=O)(F)F (2-trifluoromethylphenyl isocyanate), CS(=O)C (dimethylsulfoxide). Product: FC(C1=C(C=CC=C1)N=S(C)C)(F)F (N-(2-trifluoromethylphenyl)-S,S-dimethylsulfilimine). RXN SMILES: [F:1][C:2]([F:13])([F:12])[C:3]1[CH:8]=[CH:7][CH:6]=[CH:5][C:4]=1[N+:9]([O-])=O.FC(F)(F)C1C=CC=CC=1N=C=O.[CH3:27][S:28]([CH3:30])=O>>[F:1][C:2]([F:13])([F:12])[C:3]1[CH:8]=[CH:7][CH:6]=[CH:5][C:4]=1[N:9]=[S:28]([CH3:30])[CH3:27]. Reported procedure: The process of claim 18 in which 2-trifluoromethylnitrobenzene is carbonylated to 2-trifluoromethylphenyl isocyanate, which is reacted with dimethylsulfoxide to obtain N-(2-trifluoromethylphenyl)-S,S-dimethylsulfilimine, rearranged to a 2-(methylthiomethyl)-6-trifluoromethylaniline, and desulfurized to 2-methyl-6-trifluoromethyl aniline. Starting materials: C1(CCCCC1)CN1C(=C(C=C1C1=CC(=CC(=C1)C(C)(C)C)C(C)(C)C)S(=O)(=O)N)C (1-(Cyclohexylmethyl)-5-(3,5-di-tert-butylphenyl)-2-methyl-1H-pyrrole-3-sulfonamide), [Li+].C[Si](C)(C)[N-][Si](C)(C)C (LiHMDS), ICC (iodoethane). The solvent is C1CCOC1 (THF). Conditions: time 30 minute. Product: C1(CCCCC1)CN1C(=C(C=C1C1=CC(=CC(=C1)C(C)(C)C)C(C)(C)C)S(=O)(=O)NCC)C (1-(Cyclohexylmethyl)-5-(3,5-di-tert-butylphenyl)-N-ethyl-2-methyl-1H-pyrrole-3-sulfonamide). The yield is 9.6%. Reaction SMILES: [CH:1]1([CH2:7][N:8]2[C:12]([C:13]3[CH:18]=[C:17]([C:19]([CH3:22])([CH3:21])[CH3:20])[CH:16]=[C:15]([C:23]([CH3:26])([CH3:25])[CH3:24])[CH:14]=3)=[CH:11][C:10]([S:27]([NH2:30])(=[O:29])=[O:28])=[C:9]2[CH3:31])[CH2:6][CH2:5][CH2:4][CH2:3][CH2:2]1.[Li+].C[Si]([N-][Si](C)(C)C)(C)C.I[CH2:43][CH3:44]>C1COCC1>[CH:1]1([CH2:7][N:8]2[C:12]([C:13]3[CH:18]=[C:17]([C:19]([CH3:22])([CH3:20])[CH3:21])[CH:16]=[C:15]([C:23]([CH3:24])([CH3:25])[CH3:26])[CH:14]=3)=[CH:11][C:10]([S:27]([NH:30][CH2:43][CH3:44])(=[O:29])=[O:28])=[C:9]2[CH3:31])[CH2:2][CH2:3][CH2:4][CH2:5][CH2:6]1 |f:1.2|. Procedure: To a solution of compound 1 (500 mg, 1.10 mmol) in dry THF (20 mL) was added LiHMDS (1.0 mL, 1.0 mmol) at −10° C. under N2. After stirring for 30 min, iodoethane (312 mg, 2.0 mmol) was added. The solution was stirred for another 3 h at 35° C., then quenched with water and extracted with EA twice. The combined organic phases were washed with water and brine, dried over Na2SO4, filtered, concentrated and purified by CC (EA/PE=1/5) to give compound 2 (50 mg, 10%) as a solid. 1H-NMR (400 MHz, CDCl3)... The reactants are C(C)OC(CC=1C(=NN2C1N=CC=C2)C2=CC=CC=C2)=O (2-phenylpyrazolo[1,5-a]pyrimidine-3-acetic acid ethyl ester), [OH-].[Na+] (sodium hydroxide), O (water). Solvent: C(C)O (ethanol). The product is C1(=CC=CC=C1)C1=NN2C(N=CC=C2)=C1CC(=O)O (2-Phenylpyrazolo[1.5-a]pyrimidine-3-acetic acid). Yield: 75.8%. RXN SMILES: C([O:3][C:4](=[O:21])[CH2:5][C:6]1[C:7]([C:15]2[CH:20]=[CH:19][CH:18]=[CH:17][CH:16]=2)=[N:8][N:9]2[CH:14]=[CH:13][CH:12]=[N:11][C:10]=12)C.[OH-].[Na+].O>C(O)C>[C:15]1([C:7]2[C:6]([CH2:5][C:4]([OH:21])=[O:3])=[C:10]3[N:11]=[CH:12][CH:13]=[CH:14][N:9]3[N:8]=2)[CH:16]=[CH:17][CH:18]=[CH:19][CH:20]=1 |f:1.2|. Procedure details: A solution of 12.25 g (0.043 mole) of 2-phenylpyrazolo[1,5-a]pyrimidine-3-acetic acid ethyl ester in 100 ml of absolute ethanol was treated with 6.9 g (0.087 mole) of 50% sodium hydroxide and 35 ml of water and refluxed for 4 hours under a nitrogen atmosphere. The solvent was evaporated under reduced pressure and the residue was dissolved in water (100 ml). Acidification with glacial acetic acid produced a solid precipitate. The solid was collected by filtration to yield 10.8 g of crude product,...